describe an organic reaction: reactants, conditions, products, and yield From a dataset of the Open Reaction Database (ORD), a public repository of structured organic reaction records. Starting materials: FC1=C2CCC(C2=CC=C1)=O (4-fluoro-1-indanone), Cl.C(C)(=O)OCC (hydrochloric acid ethyl acetate), FC1(CCN(CC1)C1CCC2=CC=CC=C12)N1C(NC2=C1C=CC=C2)=O (1-(4-fluoro-1-indan-1-ylpiperidin-4-yl)-1,3-dihydro-2H-benzimidazol-2-one), Cl (hydrochloride). Product: Cl.FC1(CCN(CC1)C1CCC2=CC=CC=C12)N1C(NC2=C1C=CC=C2)=O (1-(4-fluoro-1-indan-1-ylpiperidin-4-yl)-1,3-dihydro-2H-benzimidazol-2-one hydrochloride). Reaction SMILES: FC1C=CC=C2C=1CCC2=O.[F:12][C:13]1([N:28]2[C:32]3[CH:33]=[CH:34][CH:35]=[CH:36][C:31]=3[NH:30][C:29]2=[O:37])[CH2:18][CH2:17][N:16]([CH:19]2[C:27]3[C:22](=[CH:23][CH:24]=[CH:25][CH:26]=3)[CH2:21][CH2:20]2)[CH2:15][CH2:14]1.[ClH:38].Cl.C(OCC)(=O)C>>[ClH:38].[F:12][C:13]1([N:28]2[C:32]3[CH:33]=[CH:34][CH:35]=[CH:36][C:31]=3[NH:30][C:29]2=[O:37])[CH2:18][CH2:17][N:16]([CH:19]2[C:27]3[C:22](=[CH:23][CH:24]=[CH:25][CH:26]=3)[CH2:21][CH2:20]2)[CH2:15][CH2:14]1 |f:3.4,5.6|. Procedure details: In the same manner as in Example 1 and using 4-fluoro-1-indanone, 1-(4-fluoro-1-indan-1-ylpiperidin-4-yl)-1,3-dihydro-2H-benzimidazol-2-one was synthesized, which was then converted to hydrochloride with 4N hydrochloric acid-ethyl acetate solution to give the title compound as a brown solid. The reactants are C(C)(C)(C)C=1C=C(N(N1)C)NC(=O)NC1=CC=C(C=C1)OC1CCN(CC1)C(=O)OC(C)(C)C (1-(5-tert-Butyl-2-methyl-2H-pyrazol-3-yl)-3-{4-[1-(tert-butoxy)carbonyl-piperidin-4-yloxy]phenyl}urea), FC(C(=O)O)(F)F (trifluoroacetic acid). Solvent: ClCCl (dichloromethane). Reaction conditions: temperature 22 celsius, time 15 minute. Yields the product C(C)(C)(C)C=1C=C(N(N1)C)NC(=O)NC1=CC=C(C=C1)OC1CCNCC1 (1-(5-tert-Butyl-2-methyl-2H-pyrazol-3-yl)-3-[4-(piperidin-4-yloxy)-phenyl]-urea). RXN SMILES: [C:1]([C:5]1[CH:6]=[C:7]([NH:11][C:12]([NH:14][C:15]2[CH:20]=[CH:19][C:18]([O:21][CH:22]3[CH2:27][CH2:26][N:25](C(OC(C)(C)C)=O)[CH2:24][CH2:23]3)=[CH:17][CH:16]=2)=[O:13])[N:8]([CH3:10])[N:9]=1)([CH3:4])([CH3:3])[CH3:2].FC(F)(F)C(O)=O>ClCCl>[C:1]([C:5]1[CH:6]=[C:7]([NH:11][C:12]([NH:14][C:15]2[CH:20]=[CH:19][C:18]([O:21][CH:22]3[CH2:27][CH2:26][NH:25][CH2:24][CH2:23]3)=[CH:17][CH:16]=2)=[O:13])[N:8]([CH3:10])[N:9]=1)([CH3:4])([CH3:2])[CH3:3]. Procedure: 1-(5-tert-Butyl-2-methyl-2H-pyrazol-3-yl)-3-{4-[1-(tert-butoxy)carbonyl-piperidin-4-yloxy]phenyl}urea (Example 1. below, 2.25 g, 4.77 mmol) is suspended in a solution of trifluoroacetic acid in dichloromethane (25% v/v, 100 mL). The reaction mixture is stirred at 22° C. for 15 min. After removal of the solvent, the oily residue is neutralized with sodium hydroxide solution to pH 12 and extracted with dichloromethane (6×50 mL). The combined-organic phases are dried over anhydrous sodium sulfate a... Reactants: CCCc1cc(Cn2c(CC)nc3c(C)cc(C)nc32)cc(CCC)c1OC(C(=O)O)c1ccc2c(c1)OCO2, O=C(n1ccnc1)n1ccnc1, C1CCOC1, CC(C)S(N)(=O)=O, C1CCC2=NCCCN2CC1. RXN SMILES: [C:1](=[O:2])([OH:3])[CH:4]([O:5][c:6]1[c:7]([CH2:29][CH2:30][CH3:31])[cH:8][c:9]([CH2:15][n:16]2[c:17]([CH2:27][CH3:28])[n:18][c:19]3[c:20]2[n:21][c:22]([CH3:26])[cH:23][c:24]3[CH3:25])[cH:10][c:11]1[CH2:12][CH2:13][CH3:14])[c:32]1[cH:33][c:34]2[c:35]([cH:36][cH:37]1)[O:38][CH2:39][O:40]2.[C:41]([n:42]1[cH:43][cH:44][n:45][cH:46]1)([n:47]1[cH:48][cH:49][n:50][cH:51]1)=[O:52].[CH2:71]1[O:72][CH2:73][CH2:74][CH2:75]1.[CH:53]([CH3:54])([CH3:55])[S:56](=[O:57])(=[O:58])[NH2:59].[N:60]12[CH2:61][CH2:62][CH2:63][N:64]=[C:65]1[CH2:66][CH2:67][CH2:68][CH2:69][CH2:70]2>>[C:1](=[O:3])([CH:4]([O:5][c:6]1[c:7]([CH2:29][CH2:30][CH3:31])[cH:8][c:9]([CH2:15][n:16]2[c:17]([CH2:27][CH3:28])[n:18][c:19]3[c:20]2[n:21][c:22]([CH3:26])[cH:23][c:24]3[CH3:25])[cH:10][c:11]1[CH2:12][CH2:13][CH3:14])[c:32]1[cH:33][c:34]2[c:35]([cH:36][cH:37]1)[O:38][CH2:39][O:40]2)[NH:59][S:56]([CH:53]([CH3:54])[CH3:55])(=[O:57])=[O:58]. Yields the product CCCc1cc(Cn2c(CC)nc3c(C)cc(C)nc32)cc(CCC)c1OC(C(=O)NS(=O)(=O)C(C)C)c1ccc2c(c1)OCO2. The reactants are [Cl-].[NH4+] (ammonium chloride), C[Li] (Methyllithium), C(C1=CC=CC=C1)OC1=CC=C(C=C1)NC1=C(C(=O)O)C=CC=C1 (2-(4-benzyloxyphenylamino)benzoic acid), C(C)(=O)OCC (Ethyl acetate). The solvent is O1CCCC1 (tetrahydrofuran). Run at time 75 minute. Product: C(C1=CC=CC=C1)OC1=CC=C(C=C1)NC1=C(C=CC=C1)C(C)=O (1-[2-(4-benzyloxyphenylamino)phenyl]ethanone). As a reaction SMILES: C[Li].[CH2:3]([O:10][C:11]1[CH:16]=[CH:15][C:14]([NH:17][C:18]2[CH:26]=[CH:25][CH:24]=[CH:23][C:19]=2[C:20](O)=[O:21])=[CH:13][CH:12]=1)[C:4]1[CH:9]=[CH:8][CH:7]=[CH:6][CH:5]=1.[C:27](OCC)(=O)C.[Cl-].[NH4+]>O1CCCC1>[CH2:3]([O:10][C:11]1[CH:16]=[CH:15][C:14]([NH:17][C:18]2[CH:26]=[CH:25][CH:24]=[CH:23][C:19]=2[C:20](=[O:21])[CH3:27])=[CH:13][CH:12]=1)[C:4]1[CH:5]=[CH:6][CH:7]=[CH:8][CH:9]=1 |f:3.4|. Reported procedure: Methyllithium (280 ml, 1M in ether) was added slowly to a solution of 31.9 g (0.1 mole) of 2-(4-benzyloxyphenylamino)benzoic acid (Example 2, part a) in 300 ml of tetrahydrofuran cooled to 0°-5° C. The reaction mixture was stirred at 0°-5° C. for 75 minutes. Ethyl acetate was then added and the mixture poured into a mixture of ice and saturated ammonium chloride solution. The aqueous suspension was extracted with ether, the ether extracts dried over anhydrous magnesium sulfate and concentrated. ... Reactants: NC1=C(C=CC(=C1)Cl)SCC1=CC=C(C(=O)[O-])C=C1 (4-(((2-amino-4-chlorophenyl)thio)methyl)benzoate), ClC1=C(C=C(C=C1)S(=O)(=O)Cl)C(F)(F)F (4-chloro-3-(trifluoromethyl)benzene-1-sulfonyl chloride), N1=CC=CC=C1 (pyridine). Product: ClC1=CC(=C(C=C1)SCC1=CC=C(C(=O)OC)C=C1)NS(=O)(=O)C1=CC(=C(C=C1)Cl)C(F)(F)F (Methyl 4-(((4-chloro-2-(4-chloro-3-(trifluoromethyl)phenylsulfonamido)phenyl)thio)methyl)benzoate). Isolated yield 66.0%. Reaction SMILES: [NH2:1][C:2]1[CH:7]=[C:6]([Cl:8])[CH:5]=[CH:4][C:3]=1[S:9][CH2:10][C:11]1[CH:19]=[CH:18][C:14]([C:15]([O-:17])=[O:16])=[CH:13][CH:12]=1.[Cl:20][C:21]1[CH:26]=[CH:25][C:24]([S:27](Cl)(=[O:29])=[O:28])=[CH:23][C:22]=1[C:31]([F:34])([F:33])[F:32].N1C=CC=C[CH:36]=1>>[Cl:8][C:6]1[CH:5]=[CH:4][C:3]([S:9][CH2:10][C:11]2[CH:19]=[CH:18][C:14]([C:15]([O:17][CH3:36])=[O:16])=[CH:13][CH:12]=2)=[C:2]([NH:1][S:27]([C:24]2[CH:25]=[CH:26][C:21]([Cl:20])=[C:22]([C:31]([F:34])([F:33])[F:32])[CH:23]=2)(=[O:29])=[O:28])[CH:7]=1. Reported procedure: Following General Procedure B, the title compound (635 mg, 66%) was prepared from 4-(((2-amino-4-chlorophenyl)thio)methyl)benzoate (535 mg, 1.74 mmol) and 4-chloro-3-(trifluoromethyl)benzene-1-sulfonyl chloride (486 mg, 1.74 mmol) in pyridine (5 ml). Conditions: time 1 hour. Starting materials: BrC=1C=C2C=CC(=C(C2=CC1)CCl)OC (6-bromo-1-chloromethyl-2-methoxy-naphthalene), [Na+].[I-] (NaI), C(C)(C)(C)OC(N[C@H]1CNC2=C(NC1=O)C=CC=C2)=O (((S)-2-oxo-2,3,4,5-tetrahydro-1H-benzo[b][1,4]diazepin-3-yl)-carbamic acid tert-butyl ester), C(C)(C)(C)OC(N[C@H]1CNC2=C(NC1=O)C=CC=C2)=O (((S)-2-oxo-2,3,4,5-tetrahydro-1H-benzo[b][1,4]diazepin-3-yl)-carbamic acid tert-butyl ester), [Li+].C[Si](C)(C)[N-][Si](C)(C)C (LiHMDS). Isolated yield 72.8%. RXN SMILES: [C:1]([O:5][C:6](=[O:20])[NH:7][C@@H:8]1[C:14](=[O:15])[NH:13][C:12]2[CH:16]=[CH:17][CH:18]=[CH:19][C:11]=2[NH:10][CH2:9]1)([CH3:4])([CH3:3])[CH3:2].[Li+].C[Si]([N-][Si](C)(C)C)(C)C.[Br:31][C:32]1[CH:33]=[C:34]2[C:39](=[CH:40][CH:41]=1)[C:38]([CH2:42]Cl)=[C:37]([O:44][CH3:45])[CH:36]=[CH:35]2.[Na+].[I-]>C1COCC1>[C:1]([O:5][C:6](=[O:20])[NH:7][C@@H:8]1[C:14](=[O:15])[N:13]([CH2:42][C:38]2[C:39]3[C:34](=[CH:33][C:32]([Br:31])=[CH:41][CH:40]=3)[CH:35]=[CH:36][C:37]=2[O:44][CH3:45])[C:12]2[CH:16]=[CH:17][CH:18]=[CH:19][C:11]=2[NH:10][CH2:9]1)([CH3:4])([CH3:2])[CH3:3] |f:1.2,4.5|. The product is C(C)(C)(C)OC(N[C@H]1CNC2=C(N(C1=O)CC1=C(C=CC3=CC(=CC=C13)Br)OC)C=CC=C2)=O ([(S)-1-(6-Bromo-2-methoxy-naphthalen-1-ylmethyl)-2-oxo-2,3,4,5-tetrahydro-1H-benzo[b][1,4]diazepin-3-yl]-carbamic acid tert-butyl ester). Reported procedure: To a solution of ((S)-2-oxo-2,3,4,5-tetrahydro-1H-benzo[b][1,4]diazepin-3-yl)-carbamic acid tert-butyl ester (Intermediate 2) (6.5 g, 23.48 mmol) in THF (100 mL) at −78° C. was added 1 M LiHMDS (4.7 g, 28 mL, 28 mmol). The cooling bath was removed and the mixture stirred at RT for 1 h. The mixture was cooled to −78° C. and a mixture of 6-bromo-1-chloromethyl-2-methoxy-naphthalene (8.0 g, 28.12 mmol) and NaI (4.2 g, 28.12 mmol) in dry THF (30 mL) was added dropwise. The cooling bath was removed a... The solvent is C1CCOC1 (THF), C1CCOC1 (THF). The reactants are [N+](=O)([O-])C1=CC=C(C=C1)Br (4-nitro-bromobenzene), C(C)(=O)C1=CC=C(C=C1)B(O)O (4-acetylphenyl boronic acid), ( 50 ). The product is [N+](=O)([O-])C1=CC=C(C=C1)C1=CC=C(C=C1)C(C)=O (4′-nitro-4-acetylbiphenyl). The yield is 97.0%. RXN SMILES: [N+:1]([C:4]1[CH:9]=[CH:8][C:7](Br)=[CH:6][CH:5]=1)([O-:3])=[O:2].[C:11]([C:14]1[CH:19]=[CH:18][C:17](B(O)O)=[CH:16][CH:15]=1)(=[O:13])[CH3:12]>>[N+:1]([C:4]1[CH:9]=[CH:8][C:7]([C:17]2[CH:18]=[CH:19][C:14]([C:11](=[O:13])[CH3:12])=[CH:15][CH:16]=2)=[CH:6][CH:5]=1)([O-:3])=[O:2]. Procedure: From 4-nitro-bromobenzene and 4-acetylphenyl boronic acid, yield 97%; mp 144-146° C. (lit.,7 150-151° C.); IR: 1681, 1530, 1497, 1361 and 1280; 1H NMR (400 MHz; CDCl3): 8.02 (2H, d, J 8.5), 7.64-7.56 (4H, m), 7.16 (2H, t, J 8.5) and 2.63 (3H, s); 13C NMR (CDCl3): 197.5, 164.2, 144.7, 136, 128.9, 127, 116, 115.7 and 26.6; m/z (EI) 199 (30%, M+−C2H2O), 131 (50) and 69 (100)(Found: M+−C2H2O, 199.062). Reactants: Cc1ccc(NC(=O)C(COCCO[Si](c2ccccc2)(c2ccccc2)C(C)(C)C)Oc2ncnc3c2cnn3-c2cccc(C#N)c2C)nc1, C1CCOC1, CCCC[N+](CCCC)(CCCC)CCCC, [F-]. The product is Cc1ccc(NC(=O)C(COCCO)Oc2ncnc3c2cnn3-c2cccc(C#N)c2C)nc1. Reaction SMILES: [C:19]([Si:20]([c:21]1[cH:22][cH:23][cH:59][cH:60][cH:61]1)([O:24][CH2:25][CH2:26][O:27][CH2:28][CH:29]([C:30](=[O:31])[NH:32][c:33]1[n:34][cH:35][c:36]([CH3:39])[cH:37][cH:38]1)[O:40][c:41]1[c:42]2[c:43]([n:44][cH:45][n:46]1)[n:47](-[c:50]1[c:51]([CH3:58])[c:52]([C:56]#[N:57])[cH:53][cH:54][cH:55]1)[n:48][cH:49]2)[c:62]1[cH:63][cH:64][cH:65][cH:66][cH:67]1)([CH3:68])([CH3:69])[CH3:70].[CH2:71]1[O:72][CH2:73][CH2:74][CH2:75]1.[CH3:2][CH2:3][CH2:4][CH2:5][N+:6]([CH2:7][CH2:8][CH2:9][CH3:10])([CH2:11][CH2:12][CH2:13][CH3:14])[CH2:15][CH2:16][CH2:17][CH3:18].[F-:1]>>[OH:24][CH2:25][CH2:26][O:27][CH2:28][CH:29]([C:30](=[O:31])[NH:32][c:33]1[n:34][cH:35][c:36]([CH3:39])[cH:37][cH:38]1)[O:40][c:41]1[c:42]2[c:43]([n:44][cH:45][n:46]1)[n:47](-[c:50]1[c:51]([CH3:58])[c:52]([C:56]#[N:57])[cH:53][cH:54][cH:55]1)[n:48][cH:49]2. The reactants are NC(CCSC)C(=O)O (D,L-methionine), COC1=CC=C(C=C1)C=1C=NOC1 (4-(4-methoxy-phenyl)-isoxazole), CS(=O)(=O)O (methanesulfonic acid). Conditions: temperature 70 celsius. The product is O1N=CC(=C1)C1=CC=C(C=C1)O (4-Isoxazol-4-yl-phenol). Isolated yield 68.2%. RXN SMILES: NC(C(O)=O)CCSC.C[O:11][C:12]1[CH:17]=[CH:16][C:15]([C:18]2[CH:19]=[N:20][O:21][CH:22]=2)=[CH:14][CH:13]=1.CS(O)(=O)=O>>[O:21]1[CH:22]=[C:18]([C:15]2[CH:14]=[CH:13][C:12]([OH:11])=[CH:17][CH:16]=2)[CH:19]=[N:20]1. Procedure: To a round-bottomed flask was added D,L-methionine (1.30 g, 8.73 mmol), 4-(4-methoxy-phenyl)-isoxazole (1.02 g, 5.82 mmol), and methanesulfonic acid (24 ml). The resulting solution was heated to about 70° C. for about eighteen hours, and was then allowed to cool to room temperature and poured onto ice water. The mixture was adjusted to about pH 4, and the heterogenous mixture was filtered. The solid was washed with water and then dried to yield the title compound as an off-white solid (640 mg, 6...